This data is from the Open Reaction Database (ORD), a public repository of structured organic reaction records. The task is: describe an organic reaction: reactants, conditions, products, and yield The reactants are COC(=O)C1=NC(=NO1)C1=CC(=NC=C1)N1CCN(CC1)C(=O)OCC(C)(C)C (2,2-Dimethylpropyl 4-{4-[5-(methoxycarbonyl)-1,2,4-oxadiazol-3-yl]pyridin-2-yl}-1-piperazinecarboxylate), N (ammonia). Solvent: C1(=CC=CC=C1)C (toluene). Reaction conditions: time 4 hour. The product is C(N)(=O)C1=NC(=NO1)C1=CC(=NC=C1)N1CCN(CC1)C(=O)OCC(C)(C)C (2,2-Dimethylpropyl 4-[4-(5-carbamoyl-1,2,4-oxadiazol-3-yl)pyridin-2-yl]-1-piperazinecarboxylate). As a reaction SMILES: C[O:2][C:3]([C:5]1[O:9][N:8]=[C:7]([C:10]2[CH:15]=[CH:14][N:13]=[C:12]([N:16]3[CH2:21][CH2:20][N:19]([C:22]([O:24][CH2:25][C:26]([CH3:29])([CH3:28])[CH3:27])=[O:23])[CH2:18][CH2:17]3)[CH:11]=2)[N:6]=1)=O.[NH3:30]>C1(C)C=CC=CC=1>[C:3]([C:5]1[O:9][N:8]=[C:7]([C:10]2[CH:15]=[CH:14][N:13]=[C:12]([N:16]3[CH2:17][CH2:18][N:19]([C:22]([O:24][CH2:25][C:26]([CH3:28])([CH3:27])[CH3:29])=[O:23])[CH2:20][CH2:21]3)[CH:11]=2)[N:6]=1)(=[O:2])[NH2:30]. Procedure: 2,2-Dimethylpropyl 4-{4-[5-(methoxycarbonyl)-1,2,4-oxadiazol-3-yl]pyridin-2-yl}-1-piperazinecarboxylate (86.5 mg) obtained in Example 31 was dissolved in toluene (1 mL), and aqueous ammonia (0.3 mL) was added thereto and stirred at room temperature for 4 hours. Then, the solvent was evaporated away, and the resulting residue was isolated and purified through thin-layer silica gel chromatography (chloroform/methanol=97/3) to obtain 40 mg of the entitled compound as a colorless solid. Reactants: C1CCNCC1, CC(=O)CC(C)=O, CC(=O)O, Cc1cc(C#N)ccc1C=O, ClCCl. The product is CC(=O)C(=Cc1ccc(C#N)cc1C)C(C)=O. As a reaction SMILES: [CH2:23]1[CH2:24][CH2:25][NH:26][CH2:27][CH2:28]1.[CH3:12][C:13]([CH2:14][C:15]([CH3:16])=[O:17])=[O:18].[CH3:19][C:20](=[O:21])[OH:22].[CH3:1][c:2]1[cH:3][c:4]([C:5]#[N:6])[cH:7][cH:8][c:9]1[CH:10]=[O:11].[Cl:29][CH2:30][Cl:31]>>[CH3:1][c:2]1[cH:3][c:4]([C:5]#[N:6])[cH:7][cH:8][c:9]1[CH:10]=[C:14]([C:13]([CH3:12])=[O:18])[C:15]([CH3:16])=[O:17]. Starting materials: [Na].C(C)OC(=O)C1=NN=NN1 (1H-tetrazole-5-carboxylic acid ethyl ester sodium salt), COC1=CC=C(CCl)C=C1 (4-methoxybenzyl chloride), TEA, O (water), [OH-].[Na+] (NaOH). Run in CN(C)C=O (DMF), CCO (EtOH). Reaction conditions: time 8 hour. The product is COC1=CC=C(CN2N=C(N=N2)C(=O)O)C=C1 (2-(4-methoxy-benzyl)-2H-tetrazole-5-carboxylic acid). RXN SMILES: [Na].C([O:4][C:5]([C:7]1[NH:11][N:10]=[N:9][N:8]=1)=[O:6])C.[CH3:12][O:13][C:14]1[CH:21]=[CH:20][C:17]([CH2:18]Cl)=[CH:16][CH:15]=1.O.[OH-].[Na+]>CN(C=O)C.CCO>[CH3:12][O:13][C:14]1[CH:21]=[CH:20][C:17]([CH2:18][N:10]2[N:9]=[N:8][C:7]([C:5]([OH:4])=[O:6])=[N:11]2)=[CH:16][CH:15]=1 |f:0.1,4.5,^1:0|. Procedure details: To a solution of 1H-tetrazole-5-carboxylic acid ethyl ester sodium salt (500 mg, 3.05 mmol) in DMF (5 ml) at room temperature is added 4-methoxybenzyl chloride (747 μl, 5.48 mmol) and TEA (1500 μl, 10.76 mmol). The reaction mixture is stirred at room temperature overnight. The reaction is added water and extracted with EtOAc. The combined organic layer is washed with brine and dried over anhydrous sodium sulfate, filtered and concentrated under reduced pressure. The residue is purified by column... The reactants are CC(C)(C)OC(=O)n1ccc2ccc(Nc3nc(Br)cn4ccnc34)cc21, ClCCl, O=C(O)C(F)(F)F. Product: Brc1cn2ccnc2c(Nc2ccc3cc[nH]c3c2)n1. RXN SMILES: [C:1]([O:2][C:3](=[O:4])[n:8]1[cH:9][cH:10][c:11]2[cH:12][cH:13][c:14]([NH:17][c:18]3[c:19]4[n:20]([cH:21][c:22]([Br:24])[n:23]3)[cH:25][cH:26][n:27]4)[cH:15][c:16]12)([CH3:5])([CH3:6])[CH3:7].[Cl:35][CH2:36][Cl:37].[F:28][C:29]([F:30])([F:31])[C:32]([OH:33])=[O:34]>>[nH:8]1[cH:9][cH:10][c:11]2[cH:12][cH:13][c:14]([NH:17][c:18]3[c:19]4[n:20]([cH:21][c:22]([Br:24])[n:23]3)[cH:25][cH:26][n:27]4)[cH:15][c:16]12.